Dataset: the Open Reaction Database (ORD), a public repository of structured organic reaction records. Task: describe an organic reaction: reactants, conditions, products, and yield The reactants are CCn1cnc2cc(C(F)(F)F)c(Cl)c([N+](=O)[O-])c21, O=[Pt]. Yields the product CCn1cnc2cc(C(F)(F)F)c(Cl)c(N)c21. RXN SMILES: [Cl:1][c:2]1[c:3]([C:16]([F:17])([F:18])[F:19])[cH:4][c:5]2[c:6]([n:7]([CH2:10][CH3:11])[cH:8][n:9]2)[c:12]1[N+:13]([O-:14])=[O:15].[Pt:20]=[O:21]>>[Cl:1][c:2]1[c:3]([C:16]([F:17])([F:18])[F:19])[cH:4][c:5]2[c:6]([n:7]([CH2:10][CH3:11])[cH:8][n:9]2)[c:12]1[NH2:13]. Reactants: CC(=O)C (acetone), Cl.FC1=CC=C(C=C1)[C@H]1[C@@H](CNCC1)COC1=CC2=C(C=C1)OCO2 ((-)-trans-4-(4-fluorophenyl)-3-(3,4-methylene dioxyphenoxymethyl)-piperidine hydrochloride), BrCCC#N (3-bromopropionitrile), C([O-])([O-])=O.[K+].[K+] (potassium carbonate). Run in C(C)OCC (diethylether), C(C)O (ethanol). The product is Cl.C(#N)CCN1C[C@H]([C@@H](CC1)C1=CC=C(C=C1)F)COC1=CC2=C(C=C1)OCO2 ((-)-trans-1-(2-cyanoethyl)-4-(4-fluorophenyl)-3-(3,4-methylenedioxyphenoxymethyl)-piperidine hydrochloride). Reaction SMILES: [ClH:1].[F:2][C:3]1[CH:8]=[CH:7][C:6]([C@@H:9]2[CH2:14][CH2:13][NH:12][CH2:11][C@H:10]2[CH2:15][O:16][C:17]2[CH:22]=[CH:21][C:20]3[O:23][CH2:24][O:25][C:19]=3[CH:18]=2)=[CH:5][CH:4]=1.Br[CH2:27][CH2:28][C:29]#[N:30].C(=O)([O-])[O-].[K+].[K+].CC(C)=O>C(O)C.C(OCC)C>[ClH:1].[C:29]([CH2:28][CH2:27][N:12]1[CH2:13][CH2:14][C@@H:9]([C:6]2[CH:7]=[CH:8][C:3]([F:2])=[CH:4][CH:5]=2)[C@H:10]([CH2:15][O:16][C:17]2[CH:22]=[CH:21][C:20]3[O:23][CH2:24][O:25][C:19]=3[CH:18]=2)[CH2:11]1)#[N:30] |f:0.1,3.4.5,9.10|. Procedure: 1 g of (-)-trans-4-(4-fluorophenyl)-3-(3,4-methylene dioxyphenoxymethyl)-piperidine hydrochloride in 50 ml 99.9% ethanol was mixed with 3-bromopropionitrile (7 ml) and 2 g potassium carbonate. The mixture was refluxed for 70 h. After cooling 25 ml acetone and 25 ml diethylether were added, the precipitate filtered off, and the filtrate evaporated in vacuo. The residue was extracted with 1N NaOH/ether, the ether layer dried (MgSO4) and evaporated to dryness. The residue was dissolved in acetone a... The reactants are Cl (hydrochloric acid), ClC1=C(C(=O)C2=C(C=C3C=CC(=CN23)C(=O)OC)C)C=CC(=C1)Cl (methyl 3-(2,4-dichlorobenzoyl)-2-methylindolizine-6-carboxylate), C(O)([O-])=O.[Na+] (sodium hydrogencarbonate). Run in O1CCCC1 (tetrahydrofuran). Reaction conditions: time 4 hour. The product is ClC1=C(CC2=C(C=C3C=CC(=CN23)C(=O)OC)C)C=CC(=C1)Cl (Methyl 3-(2,4-dichlorobenzyl)-2-methylindolizine-6-carboxylate). The yield is 21.8%. RXN SMILES: [Cl:1][C:2]1[CH:23]=[C:22]([Cl:24])[CH:21]=[CH:20][C:3]=1[C:4]([C:6]1[N:14]2[C:9]([CH:10]=[CH:11][C:12]([C:15]([O:17][CH3:18])=[O:16])=[CH:13]2)=[CH:8][C:7]=1[CH3:19])=O.Cl.C(=O)([O-])O.[Na+]>O1CCCC1>[Cl:1][C:2]1[CH:23]=[C:22]([Cl:24])[CH:21]=[CH:20][C:3]=1[CH2:4][C:6]1[N:14]2[C:9]([CH:10]=[CH:11][C:12]([C:15]([O:17][CH3:18])=[O:16])=[CH:13]2)=[CH:8][C:7]=1[CH3:19] |f:2.3|. Procedure details: To a solution of methyl 3-(2,4-dichlorobenzoyl)-2-methylindolizine-6-carboxylate (2.34 g) in tetrahydrofuran (47 ml) was dropwise added a borane-dimethylsulfide complex (10.0 M, 6.5 ml) under ice-cooling. The mixture was stirred for 4 hr at room temperature. To this reaction mixture was carefully added dropwise 1N hydrochloric acid (6.5 ml) under ice-cooling, and the mixture was stirred for 30 min at room temperature. The reaction mixture was neutralized with saturated aqueous sodium hydrogencar... The reactants are C(C)(C)(C)OC(=O)N1CCC(=CC1)C1=NC=C(C(=C1)C1=C(C=CC=C1)C)C(N(C)CC1=CC(=CC(=C1)C(F)(F)F)C(F)(F)F)=O (5-[(3,5-bis-trifluoromethyl-benzyl)-methyl-carbamoyl]-4-o-tolyl-3′,6′-dihydro-2′H-[2,4′]bipyridinyl-1′-carboxylic acid tert-butyl ester), FC(C(=O)O)(F)F (trifluoroacetic acid). Run in ClCCl (dichloromethane), ClCCl (dichloromethane). Yields the product FC(C=1C=C(CN(C(=O)C=2C(=CC(=NC2)C=2CCNCC2)C2=C(C=CC=C2)C)C)C=C(C1)C(F)(F)F)(F)F (4-o-Tolyl-1′,2′,3′,6′-tetrahydro-[2,4′]bipyridinyl-5-carboxylic acid (3,5-bis-trifluoromethyl-benzyl)-methyl-amide). Yield: 62.2%. RXN SMILES: C(OC([N:8]1[CH2:13][CH:12]=[C:11]([C:14]2[CH:19]=[C:18]([C:20]3[CH:25]=[CH:24][CH:23]=[CH:22][C:21]=3[CH3:26])[C:17]([C:27](=[O:45])[N:28]([CH2:30][C:31]3[CH:36]=[C:35]([C:37]([F:40])([F:39])[F:38])[CH:34]=[C:33]([C:41]([F:44])([F:43])[F:42])[CH:32]=3)[CH3:29])=[CH:16][N:15]=2)[CH2:10][CH2:9]1)=O)(C)(C)C.FC(F)(F)C(O)=O>ClCCl>[F:40][C:37]([F:38])([F:39])[C:35]1[CH:36]=[C:31]([CH:32]=[C:33]([C:41]([F:42])([F:43])[F:44])[CH:34]=1)[CH2:30][N:28]([CH3:29])[C:27]([C:17]1[C:18]([C:20]2[CH:25]=[CH:24][CH:23]=[CH:22][C:21]=2[CH3:26])=[CH:19][C:14]([C:11]2[CH2:12][CH2:13][NH:8][CH2:9][CH:10]=2)=[N:15][CH:16]=1)=[O:45]. Reported procedure: A solution of 258 mg (0.407 mmol) 5-[(3,5-bis-trifluoromethyl-benzyl)-methyl-carbamoyl]-4-o-tolyl-3′,6′-dihydro-2′H-[2,4′]bipyridinyl-1′-carboxylic acid tert-butyl ester (Example 41) and 0.26 ml (3.2 mmol) trifluoroacetic acid in 2 ml dichloromethane was heated at reflux for 4 h. After cooling to room temperature the mixture was diluted with dichloromethane and washed with 1N aqueous sodium hydroxide solution. The aqueous layer was extracted with three portions of dichloromethane. The combined o... The reactants are lactone, Cl.NN=CC1=CC=C(C=C1)NC(CCC(=O)O)=O (4-[[4-(aminoiminomethyl)phenyl]amino]-4-oxobutanoic acid hydrochloride), NC1=COC=C1O (3-amino-4hydroxyfuran), 11.45, O[Li].O (LiOH H2O), 11.74, [Li+].[OH-] (LiOH), C(F)(F)(F)C(=O)O (CF3CO2H). Solvent: O (water). Conditions: time 2 hour. Product: NN=CC1=CC=C(C=C1)NC(CCC(=O)N[C@@H](CC(=O)O)CO)=O (3(S)-[[4-[[4-(aminoiminomethyl)phenyl]amino]-1,4-dioxobutyl]amino]-4-hydroxybutanoic acid). As a reaction SMILES: Cl.[NH2:2][N:3]=[CH:4][C:5]1[CH:10]=[CH:9][C:8]([NH:11][C:12](=[O:18])[CH2:13][CH2:14][C:15]([OH:17])=O)=[CH:7][CH:6]=1.[NH2:19][C:20]1C(O)=C[O:22][CH:21]=1.O[Li].O.[Li+].[OH-].[C:31]([C:35]([OH:37])=[O:36])(F)(F)F>O>[NH2:2][N:3]=[CH:4][C:5]1[CH:6]=[CH:7][C:8]([NH:11][C:12](=[O:18])[CH2:13][CH2:14][C:15]([NH:19][C@H:20]([CH2:21][OH:22])[CH2:31][C:35]([OH:37])=[O:36])=[O:17])=[CH:9][CH:10]=1 |f:0.1,3.4,5.6|. Procedure details: The lactone derivative prepared as usual by coupling of 4-[[4-(aminoiminomethyl)phenyl]amino]-4-oxobutanoic acid hydrochloride prepared in Example 1, Step 1 and 3-amino-4hydroxyfuran was dissolved in water (20 mL) and the pH adjusted to 10.5 by addition of LiOH H2O. The reaction was allowed to proceed at room temperature for 2 hours and the product isolated by RPHPLC. The appropriate fractions were adjusted to pH 7 by addition of LiOH prior to solvent removal. Subsequent lyophilization gave a wh... Reactants: C(C)OC=1C=C(C=O)C=CC1OCCCCCCO (3-ethoxy-4-[(6-hydroxyhexyl)oxy]benzaldehyde), COC=1C=C(C=CC1OC)CC#N ((3,4-dimethoxyphenyl)acetonitrile). The product is COC=1C=C(C=CC1OC)/C(/C#N)=C/C1=CC(=C(C=C1)OCCCCCCO)OCC ((2Z)-2-(3,4-dimethoxyphenyl)-3-{3-ethoxy-4-[(6-hydroxyhexyl)oxy]phenyl}prop-2-enenitrile). Yield: 96.0%. As a reaction SMILES: [CH2:1]([O:3][C:4]1[CH:5]=[C:6]([CH:9]=[CH:10][C:11]=1[O:12][CH2:13][CH2:14][CH2:15][CH2:16][CH2:17][CH2:18][OH:19])[CH:7]=O)[CH3:2].[CH3:20][O:21][C:22]1[CH:23]=[C:24]([CH2:30][C:31]#[N:32])[CH:25]=[CH:26][C:27]=1[O:28][CH3:29]>>[CH3:20][O:21][C:22]1[CH:23]=[C:24](/[C:30](=[CH:7]/[C:6]2[CH:9]=[CH:10][C:11]([O:12][CH2:13][CH2:14][CH2:15][CH2:16][CH2:17][CH2:18][OH:19])=[C:4]([O:3][CH2:1][CH3:2])[CH:5]=2)/[C:31]#[N:32])[CH:25]=[CH:26][C:27]=1[O:28][CH3:29]. Procedure details: (2Z)-2-(3,4-dimethoxyphenyl)-3-{3-ethoxy-4-[(6-hydroxyhexyl)oxy]phenyl}prop-2-enenitrile is prepared starting from 3-ethoxy-4-[(6-hydroxyhexyl)oxy]benzaldehyde and (3,4-dimethoxyphenyl)acetonitrile according the same procedure following for example 10 in 96% yield. This material proves chromatographically homogenous and displays spectral characteristics consistent with its assigned structure.